This data is from the Open Reaction Database (ORD), a public repository of structured organic reaction records. The task is: describe an organic reaction: reactants, conditions, products, and yield Starting materials: ClCCl, CC(C)=O, CCO, COc1ccc(C=O)cc1, OCCC(CO)c1ccc(F)cc1, NCC(=O)O, [Na+], [OH-], O. Product: O=C1OCCC1c1ccc(F)cc1. Reaction SMILES: [CH2:39]([Cl:40])[Cl:41].[CH3:32][C:33](=[O:34])[CH3:35].[CH3:36][CH2:37][OH:38].[CH:21](=[O:22])[c:23]1[cH:24][cH:25][c:26]([O:27][CH3:28])[cH:29][cH:30]1.[F:8][c:9]1[cH:10][cH:11][c:12]([CH:15]([CH2:16][OH:17])[CH2:18][CH2:19][OH:20])[cH:13][cH:14]1.[NH2:1][CH2:2][C:3](=[O:4])[OH:5].[Na+:7].[OH-:6].[OH2:31]>>[F:8][c:9]1[cH:10][cH:11][c:12]([CH:15]2[C:16](=[O:17])[O:20][CH2:19][CH2:18]2)[cH:13][cH:14]1.